This data is from the Open Reaction Database (ORD), a public repository of structured organic reaction records. The task is: describe an organic reaction: reactants, conditions, products, and yield Reactants: OC1c2ccccc2COc2ccc(Cl)cc21, O=S(Cl)Cl. The product is Clc1ccc2c(c1)C(Cl)c1ccccc1CO2. Reaction SMILES: [Cl:1][c:2]1[cH:3][c:4]2[c:5]([cH:16][cH:17]1)[O:6][CH2:7][c:8]1[c:9]([cH:12][cH:13][cH:14][cH:15]1)[CH:10]2[OH:11].[S:18]([Cl:19])([Cl:20])=[O:21]>>[Cl:1][c:2]1[cH:3][c:4]2[c:5]([cH:16][cH:17]1)[O:6][CH2:7][c:8]1[c:9]([cH:12][cH:13][cH:14][cH:15]1)[CH:10]2[Cl:20]. Reactants: BrC1=NN=NN1CC1CC1 (5bromo-1-cyclopropylmethyl-1H-tetrazole), BrC=1N=NN(N1)C1CC1 (5bromo-2-cyclopropyl-2H-tetrazole), C(=O)C=1C=C(C=CC1OC)B(O)O (3-formyl-4-methoxy-phenyl-boronic acid). The product is C1(CC1)CN1N=NN=C1C=1C=CC(=C(C=O)C1)OC (5-(1-Cyclopropylmethyl-1H-tetrazol-5-yl)-2-methoxy-benzaldehyde). RXN SMILES: Br[C:2]1[N:6]([CH2:7][CH:8]2[CH2:10][CH2:9]2)[N:5]=[N:4][N:3]=1.BrC1N=NN(C2CC2)N=1.[CH:20]([C:22]1[CH:23]=[C:24](B(O)O)[CH:25]=[CH:26][C:27]=1[O:28][CH3:29])=[O:21]>>[CH:8]1([CH2:7][N:6]2[C:2]([C:24]3[CH:25]=[CH:26][C:27]([O:28][CH3:29])=[C:22]([CH:23]=3)[CH:20]=[O:21])=[N:3][N:4]=[N:5]2)[CH2:10][CH2:9]1. Procedure details: From a mixture of 5bromo-1-cyclopropylmethyl-1H-tetrazole with 5bromo-2-cyclopropyl-2H-tetrazole (1.91 g) and 3-formyl-4-methoxy-phenyl-boronic acid (1.86 g) to give the title compound (657 mg) as a yellow solid. The reactants are COC=1C=C(C=CC1OC)O (3,4-dimethoxyphenol), solution, B(Cl)(Cl)Cl (boron trichloride), FC1=CC=C(C(=O)Cl)C=C1 (4-fluorobenzoyl chloride), Cl (HCl). Solvent: C1=CC=CC=C1 (benzene), ClCCl (dichioromethane), C1=CC=CC=C1 (benzene). Conditions: time 2 hour. The product is OC1=C(C(=O)C2=CC=C(C=C2)F)C=C(C(=C1)OC)OC (2-Hydroxy-4,5-Dimethoxy-4'-fluorobenzophenone). Reaction SMILES: B(Cl)(Cl)Cl.[F:5][C:6]1[CH:14]=[CH:13][C:9]([C:10](Cl)=[O:11])=[CH:8][CH:7]=1.[CH3:15][O:16][C:17]1[CH:18]=[C:19]([OH:25])[CH:20]=[CH:21][C:22]=1[O:23][CH3:24].Cl>ClCCl.C1C=CC=CC=1>[OH:25][C:19]1[CH:18]=[C:17]([O:16][CH3:15])[C:22]([O:23][CH3:24])=[CH:21][C:20]=1[C:10]([C:9]1[CH:13]=[CH:14][C:6]([F:5])=[CH:7][CH:8]=1)=[O:11]. Procedure: A 1.0M solution of boron trichloride(142 ml) in dichioromethane was added to 4-fluorobenzoyl chloride(16.8 ml) in benzene (200 ml). Next, 3,4-dimethoxyphenol(20.0 g) in benzene (100 ml) was added and the reaction mixture was stirred at room temperature for 2 hours. The mixture was then poured onto ice water and allowed to stir for 15 minutes, then 1N HCl (500 ml) was added and stirred at room temperature for 17 hours. The reaction mixture was extracted with EtOAc, the EtOAc was separated, concen... Starting materials: COC(C(C1=C(C=CC=C1)I)NC(C1=C(C=CC=C1)I)=O)=O ((2-iodobenzoylamino)-(2-iodophenyl)-acetic acid methyl ester), CC(=O)[O-].[K+] (KOAc). Reagents/catalysts: C1=CC=C(C=C1)P([C-]2C=CC=C2)C3=CC=CC=C3.C1=CC=C(C=C1)P([C-]2C=CC=C2)C3=CC=CC=C3.Cl[Pd]Cl.[Fe+2] (PdCl2(dppf)), C1=CC=C(C=C1)P([C-]2C=CC=C2)C3=CC=CC=C3.C1=CC=C(C=C1)P([C-]2C=CC=C2)C3=CC=CC=C3.Cl[Pd]Cl.[Fe+2] (PdCl2(dppf)). Run in CN(C)C=O (DMF). Reaction conditions: temperature 110 celsius. Product: COC(=O)C1NC(C2=C(C3=C1C=CC=C3)C=CC=C2)=O (7-Oxo-6,7-dihydro-5H-dibenzo[c,e]azepine-5-carboxylic Acid Methyl Ester). As a reaction SMILES: [CH3:1][O:2][C:3](=[O:22])[CH:4]([NH:12][C:13](=[O:21])[C:14]1[CH:19]=[CH:18][CH:17]=[CH:16][C:15]=1I)[C:5]1[CH:10]=[CH:9][CH:8]=[CH:7][C:6]=1I.CC([O-])=O.[K+]>CN(C=O)C.C1C=CC(P(C2C=CC=CC=2)[C-]2C=CC=C2)=CC=1.C1C=CC(P(C2C=CC=CC=2)[C-]2C=CC=C2)=CC=1.Cl[Pd]Cl.[Fe+2]>[CH3:1][O:2][C:3]([CH:4]1[C:5]2[CH:10]=[CH:9][CH:8]=[CH:7][C:6]=2[C:15]2[CH:16]=[CH:17][CH:18]=[CH:19][C:14]=2[C:13](=[O:21])[NH:12]1)=[O:22] |f:1.2,4.5.6.7|. Procedure details: To a solution of (2-iodobenzoylamino)-(2-iodophenyl)-acetic acid methyl ester (3.4 g, 6.53 mmol) in DMF (300 mL) under argon is added PdCl2(dppf) (269 mg, 0.33 mmol) and KOAc (1.28 g, 13.06 mmol) and the mixture is heated at 110° C. for 18 h. Additional PdCl2(dppf) is added and heating is continued until all starting material is consumed. The solvent is removed under reduced pressure and the residue purified by flash chromatography using a gradient of 0-50% MeOH/methylene chloride as eluent to g...